This data is from the Open Reaction Database (ORD), a public repository of structured organic reaction records. The task is: describe an organic reaction: reactants, conditions, products, and yield Starting materials: [Al+3], [Cl-], [Cl-], [Cl-], S=C=S, O=C(Cl)Cc1ccccc1, COC(=O)CCCCc1ccccc1. The product is COC(=O)CCCCc1ccc(C(=O)Cc2ccccc2)cc1. As a reaction SMILES: [Al+3:16].[Cl-:15].[Cl-:17].[Cl-:18].[S:29]=[C:30]=[S:31].[c:19]1([CH2:25][C:26](=[O:27])[Cl:28])[cH:20][cH:21][cH:22][cH:23][cH:24]1.[c:1]1([CH2:7][CH2:8][CH2:9][CH2:10][C:11](=[O:12])[O:13][CH3:14])[cH:2][cH:3][cH:4][cH:5][cH:6]1>>[c:1]1([CH2:7][CH2:8][CH2:9][CH2:10][C:11](=[O:12])[O:13][CH3:14])[cH:2][cH:3][c:4]([C:26]([CH2:25][c:19]2[cH:20][cH:21][cH:22][cH:23][cH:24]2)=[O:27])[cH:5][cH:6]1. Starting materials: CC(=O)O, Cn1ncc2cc(C(C)(O)c3cnc4ccc(Cl)nn34)c(F)cc21, II, O=[PH2]O. The product is CC(c1cc2cnn(C)c2cc1F)c1cnc2ccc(Cl)nn12. As a reaction SMILES: [CH3:30][C:31](=[O:32])[OH:33].[Cl:1][c:2]1[cH:3][cH:4][c:5]2[n:6]([n:7]1)[c:8]([C:11]([CH3:12])([OH:13])[c:14]1[cH:15][c:16]3[cH:17][n:18][n:19]([CH3:24])[c:20]3[cH:21][c:22]1[F:23])[cH:9][n:10]2.[I:25][I:26].[PH2:27](=[O:28])[OH:29]>>[Cl:1][c:2]1[cH:3][cH:4][c:5]2[n:6]([n:7]1)[c:8]([CH:11]([CH3:12])[c:14]1[cH:15][c:16]3[cH:17][n:18][n:19]([CH3:24])[c:20]3[cH:21][c:22]1[F:23])[cH:9][n:10]2. Reactants: O=C1CCCCO1, Cc1ccccc1, ClCc1ccccc1, Cl, [K+], [OH-], O. Product: O=C(O)CCCCOCc1ccccc1. RXN SMILES: [C:1]1(=[O:7])[CH2:2][CH2:3][CH2:4][CH2:5][O:6]1.[CH3:19][c:20]1[cH:21][cH:22][cH:23][cH:24][cH:25]1.[Cl:10][CH2:11][c:12]1[cH:13][cH:14][cH:15][cH:16][cH:17]1.[ClH:18].[K+:9].[OH-:8].[OH2:26]>>[C:1]([CH2:2][CH2:3][CH2:4][CH2:5][O:8][CH2:11][c:12]1[cH:13][cH:14][cH:15][cH:16][cH:17]1)([OH:6])=[O:7]. The reactants are ClC1=C(C=C(C#N)C#N)C(=CC(=C1)C(F)(F)F)Cl ((2,6-dichloro-4-(trifluoromethyl)benzyliden)malononitrile), intermediate ( 32 ), [BH4-].[Na+] (sodium borohydride). Solvent: C(C)O (ethanol). The product is ClC1=C(CC(C#N)C#N)C(=CC(=C1)C(F)(F)F)Cl ((2,6-dichloro-4-(trifluoromethyl)benzyl)malononitrile). The yield is 96.3%. RXN SMILES: [Cl:1][C:2]1[CH:13]=[C:12]([C:14]([F:17])([F:16])[F:15])[CH:11]=[C:10]([Cl:18])[C:3]=1[CH:4]=[C:5]([C:8]#[N:9])[C:6]#[N:7].[BH4-].[Na+]>C(O)C>[Cl:1][C:2]1[CH:13]=[C:12]([C:14]([F:15])([F:16])[F:17])[CH:11]=[C:10]([Cl:18])[C:3]=1[CH2:4][CH:5]([C:6]#[N:7])[C:8]#[N:9] |f:1.2|. Procedure: Using 1.0 g of (2,6-dichloro-4-(trifluoromethyl)benzyliden)malononitrile, 20 ml of ethanol and 0.03 g of sodium borohydride, and according to the process described in the Reference Production Example 3, there was obtained 0.97 g of (2,6-dichloro-4-(trifluoromethyl)benzyl)malononitrile (the intermediate (32)). Run in C1CCOC1 (THF), C1CCOC1 (THF). Product: FC1=C(C(=C(C=C1)O)C)NCC1=C(C(=CC(=C1)C1=CC(=CC=C1)F)C)F (4-Fluoro-3-[[2-fluoro-5-(3-fluorophenyl)-3-methyl-phenyl]methylamino]-2-methyl-phenol). Conditions: temperature 60 celsius. The yield is 68.4%. Procedure: To a solution of 2-fluoro-N-(6-fluoro-3-hydroxy-2-methyl-phenyl)-5-(3-fluorophenyl)-3-methyl-benzamide (404 mg, 1.1 mmol, 1.0 eq) in THF (10 mL) under N2 was added a solution of BH3 (1M in THF, 5.5 mL, 5.5 mmol, 5.0 eq) at room temperature. The reaction mixture was heated at 60° C. for 3 h, then cooled to room temperature and quenched with 1 M HCl. Water was added and the aqueous layer was extracted with EtOAc. The combined organic extracts were dried (Na2SO4), filtered and evaporated in vacuo. ... Reactants: FC1=C(C(=O)NC2=C(C(=CC=C2F)O)C)C=C(C=C1C)C1=CC(=CC=C1)F (2-fluoro-N-(6-fluoro-3-hydroxy-2-methyl-phenyl)-5-(3-fluorophenyl)-3-methyl-benzamide). As a reaction SMILES: [F:1][C:2]1[C:19]([CH3:20])=[CH:18][C:17]([C:21]2[CH:26]=[CH:25][CH:24]=[C:23]([F:27])[CH:22]=2)=[CH:16][C:3]=1[C:4]([NH:6][C:7]1[C:12]([F:13])=[CH:11][CH:10]=[C:9]([OH:14])[C:8]=1[CH3:15])=O>C1COCC1>[F:13][C:12]1[CH:11]=[CH:10][C:9]([OH:14])=[C:8]([CH3:15])[C:7]=1[NH:6][CH2:4][C:3]1[CH:16]=[C:17]([C:21]2[CH:26]=[CH:25][CH:24]=[C:23]([F:27])[CH:22]=2)[CH:18]=[C:19]([CH3:20])[C:2]=1[F:1]. RXN SMILES: [Cl:34][CH2:35][Cl:36].[NH2:26][CH2:27][c:28]1[cH:29][cH:30][cH:31][cH:32][cH:33]1.[OH:16][n:17]1[c:18]2[cH:19][cH:20][cH:21][cH:22][c:23]2[n:24][n:25]1.[c:1]1(-[c:7]2[n:8][cH:9][c:10]([C:13](=[O:14])[OH:15])[cH:11][n:12]2)[cH:2][cH:3][cH:4][cH:5][cH:6]1>>[c:1]1(-[c:7]2[n:8][cH:9][c:10]([C:13](=[O:15])[NH:26][CH2:27][c:28]3[cH:29][cH:30][cH:31][cH:32][cH:33]3)[cH:11][n:12]2)[cH:2][cH:3][cH:4][cH:5][cH:6]1. Yields the product O=C(NCc1ccccc1)c1cnc(-c2ccccc2)nc1. The reactants are ClCCl, NCc1ccccc1, On1nnc2ccccc21, O=C(O)c1cnc(-c2ccccc2)nc1. Starting materials: C(C1=CC=CC=C1)(C1=CC=CC=C1)N1CC(C1)NCCC1=NC(=C2N=CN(C2=N1)[C@@H]1O[C@@H]([C@H]([C@H]1O[Si](C)(C)C(C)(C)C)O[Si](C)(C)C(C)(C)C)COC)NCC(C1=CC=CC=C1)C1=CC=CC=C1 (2-{2-[(1-benzhydryl-3-azetidinyl)amino]ethyl}-9-[(2R,3R,4R,5R)-3,4-bis{[tert-butyl(dimethyl)silyl]oxy}-5-(methoxymethyl)tetrahydro-2-furanyl]-N-(2,2-diphenylethyl)-9H-purin-6-amine), O1CCCC1 (tetrahydrofuran), solution, [F-].C(CCC)[N+](CCCC)(CCCC)CCCC (tetra-n-butylammonium fluoride). The product is C(C1=CC=CC=C1)(C1=CC=CC=C1)N1CC(C1)NCCC1=NC(=C2N=CN(C2=N1)[C@@H]1O[C@@H]([C@H]([C@H]1O)O)COC)NCC(C1=CC=CC=C1)C1=CC=CC=C1 ((2R,3R,4S,5R)-2-{2-{2-[(1-Benzhydryl-3-azetidinyl)amino]ethyl}-6-[(2,2-diphenylethyl)amino]-9H-purin-9-yl}-5-(methoxymethyl)tetrahydro-3,4-furandiol). The yield is 68.9%. Reaction SMILES: [CH:1]([N:14]1[CH2:17][CH:16]([NH:18][CH2:19][CH2:20][C:21]2[N:29]=[C:28]3[C:24]([N:25]=[CH:26][N:27]3[C@H:30]3[C@H:34]([O:35][Si](C(C)(C)C)(C)C)[C@H:33]([O:43][Si](C(C)(C)C)(C)C)[C@@H:32]([CH2:51][O:52][CH3:53])[O:31]3)=[C:23]([NH:54][CH2:55][CH:56]([C:63]3[CH:68]=[CH:67][CH:66]=[CH:65][CH:64]=3)[C:57]3[CH:62]=[CH:61][CH:60]=[CH:59][CH:58]=3)[N:22]=2)[CH2:15]1)([C:8]1[CH:13]=[CH:12][CH:11]=[CH:10][CH:9]=1)[C:2]1[CH:7]=[CH:6][CH:5]=[CH:4][CH:3]=1.[F-].C([N+](CCCC)(CCCC)CCCC)CCC.O1CCCC1>>[CH:1]([N:14]1[CH2:15][CH:16]([NH:18][CH2:19][CH2:20][C:21]2[N:29]=[C:28]3[C:24]([N:25]=[CH:26][N:27]3[C@H:30]3[C@H:34]([OH:35])[C@H:33]([OH:43])[C@@H:32]([CH2:51][O:52][CH3:53])[O:31]3)=[C:23]([NH:54][CH2:55][CH:56]([C:57]3[CH:58]=[CH:59][CH:60]=[CH:61][CH:62]=3)[C:63]3[CH:68]=[CH:67][CH:66]=[CH:65][CH:64]=3)[N:22]=2)[CH2:17]1)([C:2]1[CH:3]=[CH:4][CH:5]=[CH:6][CH:7]=1)[C:8]1[CH:13]=[CH:12][CH:11]=[CH:10][CH:9]=1 |f:1.2|. Procedure details: The title compound was prepared by a similar method to example 38 using 2-{2-[(1-benzhydryl-3-azetidinyl)amino]ethyl}-9-[(2R,3R,4R,5R)-3,4-bis{[tert-butyl(dimethyl)silyl]oxy}-5-(methoxymethyl)tetrahydro-2-furanyl]-N-(2,2-diphenylethyl)-9H-purin-6-amine (130 mg, 0.14 mmol) (preparation 38) and a 1 molar solution of tetra-n-butylammonium fluoride in tetrahydrofuran (0.4 ml, 0.4 mmol). The compound was purified by column chromatography on silica gel eluting with a solvent gradient of dichloromethan... Reactants: NC1=CC2=C(N=C(N2)C2=C(C=C(C=C2)OS(=O)(=O)C)OC)C=C1 (5-amino-2-(2'-methoxy-4'-methanesulfonyloxy-phenyl)-benzimidazole), CN=C=O (methylisocyanate). Run in O1CCCC1 (tetrahydrofuran). Conditions: time 15 minute. The product is CNC(=O)NC1=CC2=C(N=C(N2)C2=C(C=C(C=C2)OS(=O)(=O)C)OC)C=C1 (5-Methylaminocarbonylamino-2-(2'-methoxy-4'-methanesulfonyloxy-phenyl)-benzimidazole). Reaction SMILES: [NH2:1][C:2]1[CH:23]=[CH:22][C:5]2[N:6]=[C:7]([C:9]3[CH:14]=[CH:13][C:12]([O:15][S:16]([CH3:19])(=[O:18])=[O:17])=[CH:11][C:10]=3[O:20][CH3:21])[NH:8][C:4]=2[CH:3]=1.[CH3:24][N:25]=[C:26]=[O:27]>O1CCCC1>[CH3:24][NH:25][C:26]([NH:1][C:2]1[CH:23]=[CH:22][C:5]2[N:6]=[C:7]([C:9]3[CH:14]=[CH:13][C:12]([O:15][S:16]([CH3:19])(=[O:18])=[O:17])=[CH:11][C:10]=3[O:20][CH3:21])[NH:8][C:4]=2[CH:3]=1)=[O:27]. Reported procedure: One gram (3.0 mmol) of 5-amino-2-(2'-methoxy-4'-methanesulfonyloxy-phenyl)-benzimidazole was dissolved in 30 ml of pure tetrahydrofuran, 2.0 ml of methylisocyanate were added, and the mixture was refluxed. After 15 minutes that solvent and any excess methylisocyanate were evaporated off in vacuo, and the residue obtained was chromatographed over 250 gm of aluminium oxide (neutral) (eluant: methylene chloride with 4% ethanol). Starting materials: [Cl-], N#Cc1cc([N+](=O)[O-])ccc1F. Yields the product N#Cc1cc(N)ccc1F. As a reaction SMILES: [Cl-:13].[F:1][c:2]1[c:3]([C:4]#[N:5])[cH:6][c:7]([N+:10]([O-:11])=[O:12])[cH:8][cH:9]1>>[F:1][c:2]1[c:3]([C:4]#[N:5])[cH:6][c:7]([NH2:10])[cH:8][cH:9]1.